Dataset: the Open Reaction Database (ORD), a public repository of structured organic reaction records. Task: describe an organic reaction: reactants, conditions, products, and yield The reactants are C(CCCCCCC)C1CC2=CC=C(C=C2C1)B(O)O (2-octylindane-5-boronic acid), BrC1=CC=C(C=C1)CCO (2-(4-bromophenyl) ethanol), C([O-])([O-])=O.[Na+].[Na+] (sodium carbonate), C1(=CC=CC=C1)C (toluene). Reagents/catalysts: [Pd].C1(=CC=CC=C1)P(C1=CC=CC=C1)C1=CC=CC=C1.C1(=CC=CC=C1)P(C1=CC=CC=C1)C1=CC=CC=C1.C1(=CC=CC=C1)P(C1=CC=CC=C1)C1=CC=CC=C1.C1(=CC=CC=C1)P(C1=CC=CC=C1)C1=CC=CC=C1 (tetrakis (triphenylphosphine) palladium). Run in C(C)O (ethanol). Yields the product C(CCCCCCC)C1CC2=CC=C(C=C2C1)C1=CC=C(C=C1)CCO (2-{4-(2-octylindane-5-yl) phenyl}ethanol). Isolated yield 68.0%. RXN SMILES: [CH2:1]([CH:9]1[CH2:17][C:16]2[C:11](=[CH:12][CH:13]=[C:14](B(O)O)[CH:15]=2)[CH2:10]1)[CH2:2][CH2:3][CH2:4][CH2:5][CH2:6][CH2:7][CH3:8].Br[C:22]1[CH:27]=[CH:26][C:25]([CH2:28][CH2:29][OH:30])=[CH:24][CH:23]=1.C(=O)([O-])[O-].[Na+].[Na+].C1(C)C=CC=CC=1>[Pd].C1(P(C2C=CC=CC=2)C2C=CC=CC=2)C=CC=CC=1.C1(P(C2C=CC=CC=2)C2C=CC=CC=2)C=CC=CC=1.C1(P(C2C=CC=CC=2)C2C=CC=CC=2)C=CC=CC=1.C1(P(C2C=CC=CC=2)C2C=CC=CC=2)C=CC=CC=1.C(O)C>[CH2:1]([CH:9]1[CH2:17][C:16]2[C:11](=[CH:12][CH:13]=[C:14]([C:22]3[CH:27]=[CH:26][C:25]([CH2:28][CH2:29][OH:30])=[CH:24][CH:23]=3)[CH:15]=2)[CH2:10]1)[CH2:2][CH2:3][CH2:4][CH2:5][CH2:6][CH2:7][CH3:8] |f:2.3.4,6.7.8.9.10|. Reported procedure: 2.74 g (10.0 mmol) of 2-octylindane-5-boronic acid, 2.0 g (10.0 mmol) of 2-(4-bromophenyl) ethanol, 0.38 g of tetrakis (triphenylphosphine) palladium, 15 ml of 2M-sodium carbonate solution, 15 ml of toluene and 10 ml of ethanol were heated at 80° C. for 6 hours under presence of nitrogen. After reactions had been completed, extraction with toluene was performed. Then, the extracted solution was dried with anhydrous sodium sulfate. The solvent was removed by filtration, and then refining was perf... Starting materials: solid, COC(COC1=C(C2=C(OC3=C2C=CC=C3)C=C1C1=CC=CC=C1)C1=CC=CC=C1)=O ((1,3-diphenyl-dibenzofuran-2-yloxy)acetic acid methyl ester), [K+].[Br-] (KBr). Product: C1(=CC=CC=C1)C1=C(C(=CC=2OC3=C(C21)C=CC=C3)C3=CC=CC=C3)OCC(=O)O ((1,3-Diphenyl-dibenzofuran-2-yloxy)acetic acid). As a reaction SMILES: C[O:2][C:3](=[O:31])[CH2:4][O:5][C:6]1[C:18]([C:19]2[CH:24]=[CH:23][CH:22]=[CH:21][CH:20]=2)=[CH:17][C:9]2[O:10][C:11]3[CH:16]=[CH:15][CH:14]=[CH:13][C:12]=3[C:8]=2[C:7]=1[C:25]1[CH:30]=[CH:29][CH:28]=[CH:27][CH:26]=1.[K+].[Br-]>>[C:25]1([C:7]2[C:8]3[C:12]4[CH:13]=[CH:14][CH:15]=[CH:16][C:11]=4[O:10][C:9]=3[CH:17]=[C:18]([C:19]3[CH:20]=[CH:21][CH:22]=[CH:23][CH:24]=3)[C:6]=2[O:5][CH2:4][C:3]([OH:31])=[O:2])[CH:30]=[CH:29][CH:28]=[CH:27][CH:26]=1 |f:1.2|. Reported procedure: The title compound was prepared as a white solid (0.091 g, 88%) from (1,3-diphenyl-dibenzofuran-2-yloxy)acetic acid methyl ester using a procedure similar to step 2 of Example 36, mp>120° C. (decomp.); 1H NMR (DMSO-d6) δ3.66 (s, 2H), 6.80 (d, J=7.5 Hz, 1H), 7.09-7.15 (m, 1H), 7.33-7.39 (m, 1H), 7.39-7.47 (m, 3H), 7.48-7.56 (m, 5H), 7.68 (d, J=8.1 Hz, 1H), 7.70-7.74 (m, 3H); IR (KBr) 3420, 3070, 2950, 2910, 1730, 1610, 1500, 1465, 1455, 1405, 1330, 1310, 1240, 1220, 1175, 1155, 1070, 750, and 700...